Dataset: the Open Reaction Database (ORD), a public repository of structured organic reaction records. Task: describe an organic reaction: reactants, conditions, products, and yield The reactants are [Li]CCCC (n-BuLi), COCOC=1C=C(CO[Si](C)(C)C(C)(C)C)C=C(C1)OCOC ((3,5-bis-methoxymethoxy-benzyloxy)-tert-butyl-dimethyl-silane), CN(C)CCN(C)C (TMEDA), [H-].[Na+] (NaH), C1CCOC1 (THF), [Br-] (bromide), EtOAc petroleum ether. Reagents/catalysts: [Cu]I (CuI). Conditions: temperature 0 celsius, time 1 hour. The product is COCOC=1C=C(CO[Si](C)(C)C(C)(C)C)C=C(C1C\C=C\C1=CC=CC=C1)OCOC ([3,5-Bis-methoxymethoxy-4-((E)-3-phenyl-allyl)-benzyloxy]-tert-butyl-dimethyl-silane). Isolated yield 34.0%. Reaction SMILES: [H-].[Na+].[CH3:3][O:4][CH2:5][O:6][C:7]1[CH:8]=[C:9]([CH:19]=[C:20]([O:22][CH2:23][O:24][CH3:25])[CH:21]=1)[CH2:10][O:11][Si:12]([C:15]([CH3:18])([CH3:17])[CH3:16])([CH3:14])[CH3:13].CN([CH2:29][CH2:30]N(C)C)C.[Li][CH2:35][CH2:36][CH2:37][CH3:38].[Br-].[CH2:40]1[CH2:44]OC[CH2:41]1>[Cu]I>[CH3:3][O:4][CH2:5][O:6][C:7]1[CH:8]=[C:9]([CH:19]=[C:20]([O:22][CH2:23][O:24][CH3:25])[C:21]=1[CH2:44]/[CH:40]=[CH:41]/[C:30]1[CH:29]=[CH:38][CH:37]=[CH:36][CH:35]=1)[CH2:10][O:11][Si:12]([C:15]([CH3:18])([CH3:17])[CH3:16])([CH3:14])[CH3:13] |f:0.1|. Reported procedure: To a suspension of NaH (60%, 18 g, 0.45 mol) in THF (2 L) were added (3,5-bis-methoxymethoxy-benzyloxy)-tert-butyl-dimethyl-silane (220c) (100 g, 0.3 mol) and TMEDA (81.6 g, 0.6 mol) in one portion. The mixture was stirred at 0° C. for 1 hr. n-BuLi (2.5 M in hexane, 180 mL, 0.45 mol) was added drop wise to the mixture at −20° C. and the solution was stirred for 1 hr. CuI (114 g, 0.6 mol) was added in one portion and the reaction was stirred at −20° C. for another 1 hr. Then the mixture was added... The product is CCc1sc(C2CCOCC2)cc1C(Cl)C1CCCCC1. Reactants: O=C([O-])O, Cc1ccccc1, CCc1sc(C2CCOCC2)cc1C(O)C1CCCCC1, [Na+], O=S(Cl)Cl. RXN SMILES: [C:26](=[O:27])([O-:28])[OH:29].[CH3:31][c:32]1[cH:33][cH:34][cH:35][cH:36][cH:37]1.[CH:1]1([CH:7]([OH:8])[c:9]2[c:10]([CH2:20][CH3:21])[s:11][c:12]([CH:14]3[CH2:15][CH2:16][O:17][CH2:18][CH2:19]3)[cH:13]2)[CH2:2][CH2:3][CH2:4][CH2:5][CH2:6]1.[Na+:30].[S:22]([Cl:23])([Cl:24])=[O:25]>>[CH:1]1([CH:7]([c:9]2[c:10]([CH2:20][CH3:21])[s:11][c:12]([CH:14]3[CH2:15][CH2:16][O:17][CH2:18][CH2:19]3)[cH:13]2)[Cl:24])[CH2:2][CH2:3][CH2:4][CH2:5][CH2:6]1.